From a dataset of the Open Reaction Database (ORD), a public repository of structured organic reaction records. describe an organic reaction: reactants, conditions, products, and yield The reactants are COc1cc2c(cc1-n1cc(CC3COC(C)(C)O3)nn1)-c1c(-c3cccs3)c3c(n1CC2)C(=O)N(C(C)(C)C)CCCC3, CC(=O)O, [NH4+], [OH-]. Yields the product COc1cc2c(cc1-n1cc(CC(O)CO)nn1)-c1c(-c3cccs3)c3c(n1CC2)C(=O)N(C(C)(C)C)CCCC3. Reaction SMILES: [C:1]([CH3:2])([CH3:3])([CH3:4])[N:5]1[C:6](=[O:44])[c:7]2[c:8]([c:9](-[c:35]3[s:36][cH:37][cH:38][cH:39]3)[c:10]3[n:11]2[CH2:12][CH2:13][c:14]2[cH:15][c:16]([O:33][CH3:34])[c:17](-[n:20]4[n:21][n:22][c:23]([CH2:25][CH:26]5[O:27][C:28]([CH3:31])([CH3:32])[O:29][CH2:30]5)[cH:24]4)[cH:18][c:19]2-3)[CH2:40][CH2:41][CH2:42][CH2:43]1.[CH3:47][C:48](=[O:49])[OH:50].[NH4+:46].[OH-:45]>>[C:1]([CH3:2])([CH3:3])([CH3:4])[N:5]1[C:6](=[O:44])[c:7]2[c:8]([c:9](-[c:35]3[s:36][cH:37][cH:38][cH:39]3)[c:10]3[n:11]2[CH2:12][CH2:13][c:14]2[cH:15][c:16]([O:33][CH3:34])[c:17](-[n:20]4[n:21][n:22][c:23]([CH2:25][CH:26]([OH:27])[CH2:30][OH:29])[cH:24]4)[cH:18][c:19]2-3)[CH2:40][CH2:41][CH2:42][CH2:43]1.